The task is: describe an organic reaction: reactants, conditions, products, and yield. This data is from the Open Reaction Database (ORD), a public repository of structured organic reaction records. Starting materials: CN1C(=NC=C1C)[N+](=O)[O-] (1,5-dimethyl-2-nitroimidazole), CC(C)([O-])C (tert-butoxide), C(C1=CC=CC=C1)=O (benzaldehyde), [K] (potassium). Solvent: C(C)O (ethanol). Product: CN1C(=NC=C1C=CC1=CC=CC=C1)[N+](=O)[O-] (1-Methyl-2-nitro-5-styrylimidazole). Isolated yield 16.0%. Reaction SMILES: [CH3:1][N:2]1[C:6]([CH3:7])=[CH:5][N:4]=[C:3]1[N+:8]([O-:10])=[O:9].[CH:11](=O)[C:12]1[CH:17]=[CH:16][CH:15]=[CH:14][CH:13]=1.[K].CC(C)([O-])C>C(O)C>[CH3:1][N:2]1[C:6]([CH:7]=[CH:11][C:12]2[CH:17]=[CH:16][CH:15]=[CH:14][CH:13]=2)=[CH:5][N:4]=[C:3]1[N+:8]([O-:10])=[O:9] |^1:18|. Procedure details: A mixture of 7.2 g. of 1,5-dimethyl-2-nitroimidazole, 41.2 ml. of benzaldehyde and 7.9 g. of potassium dazole, tert-butoxide in 300 ml. of ethanol is refluxed for 35 minutes under nitrogen. The residue, which is obtained by evaporation of the reaction mixture under vacuum, is extracted with ethyl ether and filtered. The ethyl ether solution after concentration yields an oily residue which is chromatographed through 300 g. of silica gel by eluting with chloroform. After evaporation of the solvent... Starting materials: CN(C=O)C (N,N-dimethylformamide), COC1=CC=C2C=CC(N(C2=C1)CCCC1(CCNCC1)C(=O)OCC)=O (ethyl 4-(3-(7-methoxy-2-oxo-1,2-dihydroquinolin-1-yl)propyl)piperidine-4-carboxylate), C([O-])([O-])=O.[K+].[K+] (potassium carbonate), CN(C=O)C (N,N-dimethylformamide), BrCCOC1=CC=CC=C1 ((2-bromoethoxy)benzene). Run in C(C)(=O)OCC (ethyl acetate), O (water). Conditions: temperature 50 celsius, time 30 minute. Yields the product COC1=CC=C2C=CC(N(C2=C1)CCCC1(CCN(CC1)CCOC1=CC=CC=C1)C(=O)OCC)=O (ethyl 4-(3-(7-methoxy-2-oxo-1,2-dihydroquinolin-1-yl)propyl)-1-(2-phenoxyethyl)piperidine-4-carboxylate). Yield: 90.7%. Reaction SMILES: CN(C)C=O.[CH3:6][O:7][C:8]1[CH:17]=[C:16]2[C:11]([CH:12]=[CH:13][C:14](=[O:32])[N:15]2[CH2:18][CH2:19][CH2:20][C:21]2([C:27]([O:29][CH2:30][CH3:31])=[O:28])[CH2:26][CH2:25][NH:24][CH2:23][CH2:22]2)=[CH:10][CH:9]=1.C(=O)([O-])[O-].[K+].[K+].Br[CH2:40][CH2:41][O:42][C:43]1[CH:48]=[CH:47][CH:46]=[CH:45][CH:44]=1>C(OCC)(=O)C.O>[CH3:6][O:7][C:8]1[CH:17]=[C:16]2[C:11]([CH:12]=[CH:13][C:14](=[O:32])[N:15]2[CH2:18][CH2:19][CH2:20][C:21]2([C:27]([O:29][CH2:30][CH3:31])=[O:28])[CH2:26][CH2:25][N:24]([CH2:40][CH2:41][O:42][C:43]3[CH:48]=[CH:47][CH:46]=[CH:45][CH:44]=3)[CH2:23][CH2:22]2)=[CH:10][CH:9]=1 |f:2.3.4|. Procedure details: To 2 mL of an N,N-dimethylformamide solution containing 0.10 g of ethyl 4-(3-(7-methoxy-2-oxo-1,2-dihydroquinolin-1-yl)propyl)piperidine-4-carboxylate, 74 mg of potassium carbonate and 1 mL of an N,N-dimethylformamide solution containing 60 mg of (2-bromoethoxy)benzene were added at room temperature. After stirred at 50° C. for 30 min, it was allowed to stand overnight. To the reaction mixture, water and ethyl acetate were added. The organic layer was separated, washed with aqueous saturated sod... Starting materials: O=C(O)C1Cc2ccccc2C1, CO, O=S(=O)(O)O. The product is COC(=O)C1Cc2ccccc2C1. Reaction SMILES: [CH2:1]1[CH:2]([C:10](=[O:11])[OH:12])[CH2:3][c:4]2[cH:5][cH:6][cH:7][cH:8][c:9]21.[CH3:18][OH:19].[S:13](=[O:14])(=[O:15])([OH:16])[OH:17]>>[CH2:1]1[CH:2]([C:10]([O:11][CH3:18])=[O:12])[CH2:3][c:4]2[cH:5][cH:6][cH:7][cH:8][c:9]21. The reactants are COC1=C(C=CC=C1)C1=CN(C2=NC=C(C=C21)B2OC(C(O2)(C)C)(C)C)S(=O)(=O)C2=CC=C(C=C2)C (3-(2-methoxy-phenyl)-5-(4,4,5,5-tetramethyl-[1,3,2]dioxaborolan-2-yl)-1-(toluene-4-sulfonyl)-1H-pyrrolo[2,3-b]pyridine), saturated aqueous solution, C([O-])(O)=O.[Na+] (sodium bicarbonate), NC1=C(C(=O)O)C=C(C=C1F)I (2-amino-3-fluoro-5-iodo-benzoic acid). The reagents and catalysts are C1=CC=C(C=C1)[PH+](C2=CC=CC=C2)[C]3[CH][CH][CH][CH]3.C1=CC=C(C=C1)[PH+](C2=CC=CC=C2)[C]3[CH][CH][CH][CH]3.C(Cl)Cl.Cl[Pd]Cl.[Fe] (dichloro[1,1′-bis(diphenylphosphino)ferrocene]palladium(II) dichloromethane adduct). The solvent is C(C)#N (acetonitrile). Product: NC1=C(C(=O)O)C=C(C=C1F)C=1C=C2C(=NC1)N(C=C2C2=C(C=CC=C2)OC)S(=O)(=O)C2=CC=C(C=C2)C (2-amino-3-fluoro-5-[3-(2-methoxy-phenyl)-1-(toluene-4-sulfonyl)-1H-pyrrolo[2,3-b]pyridin-5-yl]-benzoic acid). The yield is 78.6%. As a reaction SMILES: [CH3:1][O:2][C:3]1[CH:8]=[CH:7][CH:6]=[CH:5][C:4]=1[C:9]1[C:17]2[C:12](=[N:13][CH:14]=[C:15](B3OC(C)(C)C(C)(C)O3)[CH:16]=2)[N:11]([S:27]([C:30]2[CH:35]=[CH:34][C:33]([CH3:36])=[CH:32][CH:31]=2)(=[O:29])=[O:28])[CH:10]=1.[NH2:37][C:38]1[C:46]([F:47])=[CH:45][C:44](I)=[CH:43][C:39]=1[C:40]([OH:42])=[O:41].C(=O)(O)[O-].[Na+]>C1C=CC([PH+]([C]2[CH][CH][CH][CH]2)C2C=CC=CC=2)=CC=1.C1C=CC([PH+]([C]2[CH][CH][CH][CH]2)C2C=CC=CC=2)=CC=1.C(Cl)Cl.Cl[Pd]Cl.[Fe].C(#N)C>[NH2:37][C:38]1[C:46]([F:47])=[CH:45][C:44]([C:15]2[CH:16]=[C:17]3[C:9]([C:4]4[CH:5]=[CH:6][CH:7]=[CH:8][C:3]=4[O:2][CH3:1])=[CH:10][N:11]([S:27]([C:30]4[CH:35]=[CH:34][C:33]([CH3:36])=[CH:32][CH:31]=4)(=[O:28])=[O:29])[C:12]3=[N:13][CH:14]=2)=[CH:43][C:39]=1[C:40]([OH:42])=[O:41] |f:2.3,4.5.6.7.8,^1:58,59,60,61,62,76,77,78,79,80|. Procedure: 163 mg (0.323 mmol) of 3-(2-methoxy-phenyl)-5-(4,4,5,5-tetramethyl-[1,3,2]dioxaborolan-2-yl)-1-(toluene-4-sulfonyl)-1H-pyrrolo[2,3-b]pyridine, 13 mg (0.016 mmol) of dichloro[1,1′-bis(diphenylphosphino)ferrocene]palladium(II) dichloromethane adduct, and 100 mg (0.356 mmol) of 2-amino-3-fluoro-5-iodo-benzoic acid were placed in a microwave vial. To the vial were added 2 mL of acetonitrile and 2 mL of a saturated aqueous solution of sodium bicarbonate. The vial was sealed and purged with nitrogen a... Run at time 2 hour. The product is C(C)(C)(C)C=1N=C(SC1)C=1OC2=C(C1)C=C(C=C2)OCC2=C(OC(C(=O)O)C)C(=CC=C2)OC (2-{2-{[2-(4-tert-butylthiazol-2-yl)benzofuran-5-yloxy]methyl}-6-methoxyphenoxy}propionic acid). Procedure details: To a solution of ethyl 2-{2-{[2-(4-tert-butylthiazol-2-yl)benzofuran-5-yloxy]methyl}-6-methoxyphenoxy}propionate (2.30 g) in a mixed solvent of tetrahydrofuran (30 ml)and methanol (15 ml) was added 1N sodium hydroxide solution (6.8 ml) at room temperature. The solution was stirred for two hours and concentrated under reduced pressure. The residue was diluted with water and acidified with 1N hydrochloric acid and was extracted with ethyl acetate. The organic layer was washed with brine and dried ... Starting materials: C(C)(C)(C)C=1N=C(SC1)C=1OC2=C(C1)C=C(C=C2)OCC2=C(OC(C(=O)OCC)C)C(=CC=C2)OC (ethyl 2-{2-{[2-(4-tert-butylthiazol-2-yl)benzofuran-5-yloxy]methyl}-6-methoxyphenoxy}propionate), O1CCCC1 (tetrahydrofuran), [OH-].[Na+] (sodium hydroxide). The yield is 99.8%. Reaction SMILES: [C:1]([C:5]1[N:6]=[C:7]([C:10]2[O:11][C:12]3[CH:18]=[CH:17][C:16]([O:19][CH2:20][C:21]4[CH:34]=[CH:33][CH:32]=[C:31]([O:35][CH3:36])[C:22]=4[O:23][CH:24]([CH3:30])[C:25]([O:27]CC)=[O:26])=[CH:15][C:13]=3[CH:14]=2)[S:8][CH:9]=1)([CH3:4])([CH3:3])[CH3:2].O1CCCC1.[OH-].[Na+]>CO>[C:1]([C:5]1[N:6]=[C:7]([C:10]2[O:11][C:12]3[CH:18]=[CH:17][C:16]([O:19][CH2:20][C:21]4[CH:34]=[CH:33][CH:32]=[C:31]([O:35][CH3:36])[C:22]=4[O:23][CH:24]([CH3:30])[C:25]([OH:27])=[O:26])=[CH:15][C:13]=3[CH:14]=2)[S:8][CH:9]=1)([CH3:2])([CH3:3])[CH3:4] |f:2.3|. Run in CO (methanol).